Task: describe an organic reaction: reactants, conditions, products, and yield. Dataset: the Open Reaction Database (ORD), a public repository of structured organic reaction records Reactants: C1(=CC=CC=C1)P(C1=CC=CC=C1)(C1=CC=CC=C1)=O (triphenylphosphine oxide), COC1=C(C=C(C=C1)OC)S(=O)(=O)OC=1C=C(C=C(C1)C)O (3-(2,5-dimethoxyphenylsulfonyloxy)-5-methylphenol), C(CCO)O (1,3-propanediol), C1(=CC=CC=C1)P(C1=CC=CC=C1)C1=CC=CC=C1 (triphenylphosphine), N(=NC(=O)OCC)C(=O)OCC (diethyl azodicarboxylate). Run in O1CCCC1 (tetrahydrofuran). Reaction conditions: time 1 hour. The product is COC1=C(C=C(C=C1)OC)S(=O)(=O)OC=1C=C(OCCCO)C=C(C1)C (3-[3-(2,5-Dimethoxyphenyisulfonyloxy)-5-methylphenoxy]propanol). RXN SMILES: [CH3:1][O:2][C:3]1[CH:8]=[CH:7][C:6]([O:9][CH3:10])=[CH:5][C:4]=1[S:11]([O:14][C:15]1[CH:16]=[C:17]([OH:22])[CH:18]=[C:19]([CH3:21])[CH:20]=1)(=[O:13])=[O:12].[CH2:23](O)[CH2:24][CH2:25][OH:26].C1(P(C2C=CC=CC=2)C2C=CC=CC=2)C=CC=CC=1.N(C(OCC)=O)=NC(OCC)=O.C1(P(=O)(C2C=CC=CC=2)C2C=CC=CC=2)C=CC=CC=1>O1CCCC1>[CH3:1][O:2][C:3]1[CH:8]=[CH:7][C:6]([O:9][CH3:10])=[CH:5][C:4]=1[S:11]([O:14][C:15]1[CH:16]=[C:17]([CH:18]=[C:19]([CH3:21])[CH:20]=1)[O:22][CH2:23][CH2:24][CH2:25][OH:26])(=[O:12])=[O:13]. Procedure details: To 500 mg (1.54 mmol) of 3-(2,5-dimethoxyphenylsulfonyloxy)-5-methylphenol, as prepared in the preceding step, 1.1 mL (15 mmol) of 1,3-propanediol and 808 mg (3.08 mmol) of triphenylphosphine in 12 mL of anhydrous tetrahydrofuran was added 485 mg (3.08 mmol) of diethyl azodicarboxylate dropwise over 15 min. After stirring at ambient temperature for 1 h, the reaction mixture was concentrated to a yellow syrup. The resulting mixture was flash chromatographed on 40 g of silica gel with 50-75% ethyl... The product is COc1c(Cl)cccc1-c1ccc([N+](=O)[O-])cc1C(=O)O. The reactants are COc1c(-c2ccc([N+](=O)[O-])cc2C(=O)[O-])ccc(C)c1Cl, COc1ccc(F)cc1-c1ccc([N+](=O)[O-])cc1C(=O)O. RXN SMILES: [CH3:22][c:23]1[c:24]([Cl:43])[c:25]([O:41][CH3:42])[c:26](-[c:29]2[c:30]([C:38](=[O:39])[O-:40])[cH:31][c:32]([N+:35](=[O:36])[O-:37])[cH:33][cH:34]2)[cH:27][cH:28]1.[F:1][c:2]1[cH:3][cH:4][c:5]([O:6][CH3:7])[c:8](-[c:9]2[c:10]([C:11]([OH:12])=[O:13])[cH:14][c:15]([N+:16]([O-:17])=[O:18])[cH:19][cH:20]2)[cH:21]1>>[cH:23]1[c:24]([Cl:43])[c:25]([O:41][CH3:42])[c:26](-[c:29]2[c:30]([C:38](=[O:39])[OH:40])[cH:31][c:32]([N+:35](=[O:36])[O-:37])[cH:33][cH:34]2)[cH:27][cH:28]1. Starting materials: ClC1=CC=C(C=N1)C1=NC(=NO1)C1=NC(=NC(=N1)N(C1=CC=CC=C1)C)N (6-[5-(6-chloropyridin-3-yl)-1,2,4-oxadiazol-3-yl]-2-N-methyl-2-N-phenyl-1,3,5-triazine-2,4-diamine), NC1=NC(=NC(=N1)N(C1=CC=CC=C1)C)C(NO)=N (4-amino-N-hydroxy-6-[methyl(phenyl)amino]-1,3,5-triazine-2-carboximidamide), NC1=NC(=NC(=N1)N(C1=CC(=CC=C1)C)C)C(=N)NO (4-amino-N-hydroxy-6-(methyl-3-methylphenyl-amino)-[1,3,5]triazine-2-carboxamidine), OC1=CC=C(C=N1)C(=O)O (6-Hydroxypyridine-3-carboxylic acid), S(=O)(Cl)Cl (thionyl chloride). Yields the product NC1=NC(=NC(=N1)N(C1=CC=CC=C1)C)C1=NOC(=N1)C=1C=CC(=NC1)O (5-(3-{4-Amino-6-[methyl(phenyl)amino]-1,3,5-triazin-2-yl}-1,2,4-oxadiazol-5-yl)pyridin-2-ol). RXN SMILES: Cl[C:2]1[N:7]=[CH:6][C:5]([C:8]2[O:12][N:11]=[C:10]([C:13]3[N:18]=[C:17]([N:19]([CH3:26])[C:20]4[CH:25]=[CH:24][CH:23]=[CH:22][CH:21]=4)[N:16]=[C:15]([NH2:27])[N:14]=3)[N:9]=2)=[CH:4][CH:3]=1.[OH:28]C1N=CC(C(O)=O)=CC=1.S(Cl)(Cl)=O.NC1N=C(N(C)C2C=CC=CC=2)N=C(C(=N)NO)N=1.NC1N=C(N(C)C2C=CC=C(C)C=2)N=C(C(NO)=N)N=1>>[NH2:27][C:15]1[N:16]=[C:17]([N:19]([CH3:26])[C:20]2[CH:25]=[CH:24][CH:23]=[CH:22][CH:21]=2)[N:18]=[C:13]([C:10]2[N:9]=[C:8]([C:5]3[CH:4]=[CH:3][C:2]([OH:28])=[N:7][CH:6]=3)[O:12][N:11]=2)[N:14]=1. Procedure: Prepared according to the method described for Intermediate 135 above from 6-Hydroxypyridine-3-carboxylic acid (0.556 g, 4 mmol, thionyl chloride (1.2 mL, 16 mmol) and 4-amino-N-hydroxy-6-[methyl(phenyl)amino]-1,3,5-triazine-2-carboximidamide (prepared in an analogous manner to Intermediate 1, 0.52 g, 2 mmol). Method B HPLC-MS: MH+ requires m/z=363 Found: m/z=363, Rt=1.52 min (87%). Reactants: C(C)(=O)O[C@H]1C[C@@H](CC2=CC[C@H]3[C@@H]4CC[C@H]([C@@H]([C@@H](C#CC(C)(C)OC5OCCCC5)O)C)[C@]4(CC[C@@H]3[C@@]12C)C)OC(C)=O ((22S)-1α,3β-diacetoxy-25-tetrahydropyranyloxy-cholest-5-en-23-yn-22-ol), Example 1 ( 1 ), [K] (potassium), CI (methyl iodide). Run in CS(=O)C (dimethylsulfoxide), C(C)(=O)OCC (ethyl acetate). Yields the product C(C)(=O)O[C@H]1C[C@@H](CC2=CC[C@H]3[C@@H]4CC[C@H]([C@@H]([C@@H](C#CC(C)(C)OC5OCCCC5)OC)C)[C@]4(CC[C@@H]3[C@@]12C)C)OC(C)=O ((22S)-1α,3β-diacetoxy-22-methoxy-25-tetrahydropyranyloxy-cholest-5-en-23-yn). The yield is 90.0%. Reaction SMILES: [C:1]([O:4][C@@H:5]1[C@@:37]2([CH3:38])[C:9](=[CH:10][CH2:11][C@@H:12]3[C@@H:36]2[CH2:35][CH2:34][C@@:33]2([CH3:39])[C@H:13]3[CH2:14][CH2:15][C@@H:16]2[C@H:17]([CH3:32])[C@H:18]([OH:31])[C:19]#[C:20][C:21]([O:24][CH:25]2[CH2:30][CH2:29][CH2:28][CH2:27][O:26]2)([CH3:23])[CH3:22])[CH2:8][C@@H:7]([O:40][C:41](=[O:43])[CH3:42])[CH2:6]1)(=[O:3])[CH3:2].[K].[CH3:45]I>CS(C)=O.C(OCC)(=O)C>[C:1]([O:4][C@@H:5]1[C@@:37]2([CH3:38])[C:9](=[CH:10][CH2:11][C@@H:12]3[C@@H:36]2[CH2:35][CH2:34][C@@:33]2([CH3:39])[C@H:13]3[CH2:14][CH2:15][C@@H:16]2[C@H:17]([CH3:32])[C@H:18]([O:31][CH3:45])[C:19]#[C:20][C:21]([O:24][CH:25]2[CH2:30][CH2:29][CH2:28][CH2:27][O:26]2)([CH3:22])[CH3:23])[CH2:8][C@@H:7]([O:40][C:41](=[O:43])[CH3:42])[CH2:6]1)(=[O:3])[CH3:2] |^1:43|. Reported procedure: 100 mg of (22S)-1α,3β-diacetoxy-25-tetrahydropyranyloxy-cholest-5-en-23-yn-22-ol (IIIa1) obtained in Example 1 (1) was dissolved in 1.5 ml of dimethylsulfoxide, and after adding thereto 13.2 mg of powderous potassium hydroxyde and 31 μl of methyl iodide, the mixture was stirred for 3.5 hours at room temperature. The reaction solution was diluted with ethyl acetate, washed with water, dried over sodium sulfate, and concentrated. The residue was subjected to silica gel column chromatgraphy (solven... The reactants are C[Si](C)(C)[N-][Si](C)(C)C.[Li+] (lithium bis(trimethylsilyl) amide), FC1=CC=C(C=C1)CC(=O)C1=CC=C(C=C1)SC (2-(4-fluorophenyl)-1-[4-(methylthio)phenyl]ethanone), FC(C(=O)N1C=NC=C1)(F)F (1-trifluoroacetylimidazole). Run in O1CCCC1 (tetrahydrofuran), O1CCCC1 (THF). Run at temperature 0 celsius, time 45 minute. Product: FC1=CC=C(C=C1)C=1C(=NNC1C(F)(F)F)C1=CC=C(C=C1)SC (4-(4-fluorophenyl)-3-[4-(methylthio)phenyl]-5-(trifluoromethyl)-1H-pyrazole). As a reaction SMILES: [F:1][C:2]1[CH:7]=[CH:6][C:5]([CH2:8][C:9]([C:11]2[CH:16]=[CH:15][C:14]([S:17][CH3:18])=[CH:13][CH:12]=2)=O)=[CH:4][CH:3]=1.C[Si]([N-:23][Si](C)(C)C)(C)C.[Li+].[F:29][C:30]([F:39])([F:38])[C:31]([N:33]1C=CN=C1)=O>O1CCCC1>[F:1][C:2]1[CH:7]=[CH:6][C:5]([C:8]2[C:9]([C:11]3[CH:16]=[CH:15][C:14]([S:17][CH3:18])=[CH:13][CH:12]=3)=[N:23][NH:33][C:31]=2[C:30]([F:39])([F:38])[F:29])=[CH:4][CH:3]=1 |f:1.2|. Reported procedure: A suspension of 2-(4-fluorophenyl)-1-[4-(methylthio)phenyl]ethanone from Step 1 (11.53 g. 44 mmol) in 225 mL dry tetrahydrofuran (THF) was treated with 52.8 mL lithium bis(trimethylsilyl) amide (1.0M in THF) at -70° C. under nitrogen for 30 minutes and warmed to 0° C. for 30 minutes. Upon cooling to -70° C., a solution of 10.0 g (61 mmol) 1-trifluoroacetylimidazole in 25 mL THF was added and the mixture warmed to 0° C., during which time the solids dissolved. After 45 minutes, the reaction was q... Reactants: [BH3-]C#N, COC(Cc1ccc(NC2CCN(c3nc(-c4ccccc4)cs3)CC2)cc1)OC, CC(=O)O, CC#N, CO, C[Si](Cl)(Cl)Cl, ClCCl, [I-], CS(=O)(=O)Nc1cc(C(O)CN)ccc1O, [Na+], [Na+]. The product is CS(=O)(=O)Nc1cc(C(O)CNCCc2ccc(NC3CCN(c4nc(-c5ccccc5)cs4)CC3)cc2)ccc1O. RXN SMILES: [C:58]([BH3-:59])#[N:60].[CH3:1][O:2][CH:3]([CH2:4][c:5]1[cH:6][cH:7][c:8]([NH:11][CH:12]2[CH2:13][CH2:14][N:15]([c:18]3[s:19][cH:20][c:21](-[c:23]4[cH:24][cH:25][cH:26][cH:27][cH:28]4)[n:22]3)[CH2:16][CH2:17]2)[cH:9][cH:10]1)[O:29][CH3:30].[CH3:38][C:39](=[O:40])[OH:41].[CH3:62][C:63]#[N:64].[CH3:65][OH:66].[Cl:33][Si:34]([Cl:35])([Cl:36])[CH3:37].[Cl:67][CH2:68][Cl:69].[I-:32].[NH2:42][CH2:43][CH:44]([OH:45])[c:46]1[cH:47][cH:48][c:49]([OH:57])[c:50]([NH:52][S:53](=[O:54])(=[O:55])[CH3:56])[cH:51]1.[Na+:31].[Na+:61]>>[CH2:3]([CH2:4][c:5]1[cH:6][cH:7][c:8]([NH:11][CH:12]2[CH2:13][CH2:14][N:15]([c:18]3[s:19][cH:20][c:21](-[c:23]4[cH:24][cH:25][cH:26][cH:27][cH:28]4)[n:22]3)[CH2:16][CH2:17]2)[cH:9][cH:10]1)[NH:42][CH2:43][CH:44]([OH:45])[c:46]1[cH:47][cH:48][c:49]([OH:57])[c:50]([NH:52][S:53](=[O:54])(=[O:55])[CH3:56])[cH:51]1.